This data is from the Open Reaction Database (ORD), a public repository of structured organic reaction records. The task is: describe an organic reaction: reactants, conditions, products, and yield Starting materials: COC1=C(C=CC=C1)N1CCNCC1 (1-(2-methoxyphenyl)-piperazine), KHCO3, ClCCC1=NC2=C(N1C)C1=CC=CC=C1C=C2 (2-(2-chloroethyl)-1-methyl-1H-naphth[1,2-d]imidazole), three, COC1=C(C=CC=C1)N1CCNCC1 (1-(2-methoxyphenyl)piperazine). The solvent is alcohol. Conditions: time 50 hour. Product: O.CN1C(=NC2=C1C1=CC=CC=C1C=C2)CCN2CCN(CC2)C2=C(C=CC=C2)OC (1-Methyl-2-[2-[4-(2-methoxyphenyl)piperazinyl]-ethyl]-1H-naphth[1,2-d]imidazole hydrate). Yield: 167.3%. As a reaction SMILES: [CH3:1][O:2][C:3]1[CH:8]=[CH:7][CH:6]=[CH:5][C:4]=1[N:9]1[CH2:14][CH2:13][NH:12][CH2:11][CH2:10]1.Cl[CH2:16][CH2:17][C:18]1[N:22]([CH3:23])[C:21]2[C:24]3[C:29]([CH:30]=[CH:31][C:20]=2[N:19]=1)=[CH:28][CH:27]=[CH:26][CH:25]=3>>[OH2:2].[CH3:23][N:22]1[C:21]2[C:24]3[C:29]([CH:30]=[CH:31][C:20]=2[N:19]=[C:18]1[CH2:17][CH2:16][N:12]1[CH2:13][CH2:14][N:9]([C:4]2[CH:5]=[CH:6][CH:7]=[CH:8][C:3]=2[O:2][CH3:1])[CH2:10][CH2:11]1)=[CH:28][CH:27]=[CH:26][CH:25]=3 |f:2.3|. Reported procedure: 2.6 g (0.013 mole) of 97% 1-(2-methoxyphenyl)-piperazine and 1.3 g (0.013 mole) of ground KHCO3 are added to a solution of 2.93 g (0.012 mole) of 2-(2-chloroethyl)-1-methyl-1H-naphth[1,2-d]imidazole in 100 cc of anhydrous alcohol, maintained under an argon atmosphere. The obtained reaction mixture is refluxed with stirring under argon, and three 1.3 g portions of 97% 1-(2-methoxyphenyl)piperazine are added at the 23rd, 30th and 43rd hour of refluxing. After 50 hours, the solvent is evaporated an... Procedure details: An amount of 1.05 gm of 2-dimethylamino-4-nitro-benzoic acid is suspended in 35 ml of phosphorus oxychloride, and 1.05 gm of 2,3-diamino-6-methoxy-pyridine dihydrochloride are added thereto. The mixture is refluxed for 5 minutes, left to cool for 15 minutes with stirring, and finally decomposed with water. The solution obtained is cooled and poured onto a mixture of ice and concentrated ammonia. The product is then precipitated. It is subjected to suction filtration, washed with water, and dried... The product is CN(C1=C(C(=O)NC=2C(=NC(=CC2)OC)N)C=CC(=C1)[N+](=O)[O-])C (3-[(2-Dimethylamino-4-nitro-benzoyl)-amino]-2-amino-6-methoxy-pyridine). Solvent: P(=O)(Cl)(Cl)Cl (phosphorus oxychloride). RXN SMILES: [CH3:1][N:2]([CH3:15])[C:3]1[CH:11]=[C:10]([N+:12]([O-:14])=[O:13])[CH:9]=[CH:8][C:4]=1[C:5]([OH:7])=O.Cl.Cl.[NH2:18][C:19]1[C:24]([NH2:25])=[CH:23][CH:22]=[C:21]([O:26][CH3:27])[N:20]=1.O.N>P(Cl)(Cl)(Cl)=O>[CH3:15][N:2]([CH3:1])[C:3]1[CH:11]=[C:10]([N+:12]([O-:14])=[O:13])[CH:9]=[CH:8][C:4]=1[C:5]([NH:25][C:24]1[C:19]([NH2:18])=[N:20][C:21]([O:26][CH3:27])=[CH:22][CH:23]=1)=[O:7] |f:1.2.3|. Reactants: CN(C1=C(C(=O)O)C=CC(=C1)[N+](=O)[O-])C (2-dimethylamino-4-nitro-benzoic acid), N (ammonia), Cl.Cl.NC1=NC(=CC=C1N)OC (2,3-diamino-6-methoxy-pyridine dihydrochloride), O (water). The reactants are BrCCOC1CCCCO1, Oc1ccc(Br)c2occc12, O=C([O-])[O-], CCOC(C)=O, [K+], [K+], CN(C)C=O. The product is Brc1ccc(OCCOC2CCCCO2)c2ccoc12. RXN SMILES: [Br:18][CH2:19][CH2:20][O:21][CH:22]1[O:23][CH2:24][CH2:25][CH2:26][CH2:27]1.[Br:7][c:8]1[cH:9][cH:10][c:11]([OH:17])[c:12]2[cH:13][cH:14][o:15][c:16]12.[C:1](=[O:2])([O-:3])[O-:4].[CH3:33][CH2:34][O:35][C:36](=[O:37])[CH3:38].[K+:5].[K+:6].[O:28]=[CH:29][N:30]([CH3:31])[CH3:32]>>[Br:7][c:8]1[cH:9][cH:10][c:11]([O:17][CH2:19][CH2:20][O:21][CH:22]2[O:23][CH2:24][CH2:25][CH2:26][CH2:27]2)[c:12]2[cH:13][cH:14][o:15][c:16]12. Isolated yield 85.0%. Run in C(=O)(C(F)(F)F)O.C(Cl)Cl (TFA DCM). Reported procedure: Tert-butyl 3-(5-(3-chlorophenylamino)-3-((2,5-dioxoimidazolidin-4-ylidene)methyl)pyrazolo[1,5-a]pyrimidin-7-ylamino)benzoate (97 mg, 0.2 mmol) was dissolved in 2 mL of TFA/DCM (1:1) and stirred at room temperature for 1 hour. Excess solvent and TFA were removed by evaporation under a stream of nitrogen. The residue was diluted with water then the mixture was filtered. The product, 3-(5-(3-chlorophenylamino)-3-((2,5-dioxoimidazolidin-4-ylidene)methyl)pyrazolo[1,5-a]pyrimidin-7-ylamino)benzoic aci... Run at time 1 hour. Product: ClC=1C=C(C=CC1)NC1=NC=2N(C(=C1)NC=1C=C(C(=O)O)C=CC1)N=CC2C=C2NC(NC2=O)=O (3-(5-(3-chlorophenylamino)-3-((2,5-dioxoimidazolidin-4-ylidene)methyl)pyrazolo[1,5-a]pyrimidin-7-ylamino)benzoic acid). As a reaction SMILES: [Cl:1][C:2]1[CH:3]=[C:4]([NH:8][C:9]2[CH:14]=[C:13]([NH:15][C:16]3[CH:17]=[C:18]([CH:26]=[CH:27][CH:28]=3)[C:19]([O:21]C(C)(C)C)=[O:20])[N:12]3[N:29]=[CH:30][C:31]([CH:32]=[C:33]4[C:37](=[O:38])[NH:36][C:35](=[O:39])[NH:34]4)=[C:11]3[N:10]=2)[CH:5]=[CH:6][CH:7]=1>C(O)(C(F)(F)F)=O.C(Cl)Cl>[Cl:1][C:2]1[CH:3]=[C:4]([NH:8][C:9]2[CH:14]=[C:13]([NH:15][C:16]3[CH:17]=[C:18]([CH:26]=[CH:27][CH:28]=3)[C:19]([OH:21])=[O:20])[N:12]3[N:29]=[CH:30][C:31]([CH:32]=[C:33]4[C:37](=[O:38])[NH:36][C:35](=[O:39])[NH:34]4)=[C:11]3[N:10]=2)[CH:5]=[CH:6][CH:7]=1 |f:1.2|. Starting materials: ClC=1C=C(C=CC1)NC1=NC=2N(C(=C1)NC=1C=C(C(=O)OC(C)(C)C)C=CC1)N=CC2C=C2NC(NC2=O)=O (Tert-butyl 3-(5-(3-chlorophenylamino)-3-((2,5-dioxoimidazolidin-4-ylidene)methyl)pyrazolo[1,5-a]pyrimidin-7-ylamino)benzoate).